This data is from the Open Reaction Database (ORD), a public repository of structured organic reaction records. The task is: describe an organic reaction: reactants, conditions, products, and yield The reactants are [H-].[Na+] (sodium hydride), C1=C(C=CC2=CC=CC=C12)O (2-naphthol), Cl.ClCCC=1N=CNC1 (4-(2-chloroethyl)-1H-imidazole hydrochloride). Reagents/catalysts: [I-].C(CCC)[N+](CCCC)(CCCC)CCCC (tetrabutylammonium iodide). The solvent is CN(C=O)C (dimethylformamide). Reaction conditions: time 3 hour. Yields the product C1=C(C=CC2=CC=CC=C12)OCCC=1N=CNC1 (4-[2-(2-Naphthyloxy)ethyl]-1H-imidazole). As a reaction SMILES: [H-].[Na+].[CH:3]1[C:12]2[C:7](=[CH:8][CH:9]=[CH:10][CH:11]=2)[CH:6]=[CH:5][C:4]=1[OH:13].Cl.Cl[CH2:16][CH2:17][C:18]1[N:19]=[CH:20][NH:21][CH:22]=1>CN(C)C=O.[I-].C([N+](CCCC)(CCCC)CCCC)CCC>[CH:3]1[C:12]2[C:7](=[CH:8][CH:9]=[CH:10][CH:11]=2)[CH:6]=[CH:5][C:4]=1[O:13][CH2:16][CH2:17][C:18]1[N:19]=[CH:20][NH:21][CH:22]=1 |f:0.1,3.4,6.7|. Reported procedure: 240 mg (60% in oil, 6 mmol) of sodium hydride are added to a solution of 1.73 g (12 mmol) of 2-naphthol in 10 ml of dimethylformamide. The mixture is stirred at room temperature for 3 hours under nitrogen. 200 mg (1.2 mmol) of 4-(2-chloroethyl)-1H-imidazole hydrochloride and tetrabutylammonium iodide (catalytic amount) are added and the mixture is heated at 100° C. for 3 days and then the solvent is evaporated under reduced pressure. The excess 2-naphthol is extracted with diethyl ether under ac... Starting materials: CNC1=C(SC=C1)C(=O)N (3-Methylamino-thiophene-2-carboxylic acid amide), C(C1=CC=CC=C1)(=O)Cl (benzoyl chloride). Run in ClC(Cl)Cl (trichloromethane). Conditions: time 90 minute. Product: CN1C(=NC(C2=C1C=CS2)=O)C2=CC=CC=C2 (1-Methyl-2-phenyl-1H-thieno(3,2-d)pyrimidine-4-one). Reaction SMILES: [CH3:1][NH:2][C:3]1[CH:7]=[CH:6][S:5][C:4]=1[C:8]([NH2:10])=[O:9].[C:11](Cl)(=O)[C:12]1[CH:17]=[CH:16][CH:15]=[CH:14][CH:13]=1>ClC(Cl)Cl>[CH3:1][N:2]1[C:3]2[CH:7]=[CH:6][S:5][C:4]=2[C:8](=[O:9])[N:10]=[C:11]1[C:12]1[CH:17]=[CH:16][CH:15]=[CH:14][CH:13]=1. Procedure: 1.70 g (10.9 mmol) 3-Methylamino-thiophene-2-carboxylic acid amide were dissolved in 20 ml trichloromethane and 3.82 g (3.16 ml, 22.2 mmol) benzoyl chloride were added. The mixture was boiled for 90 min. After filtration the residue was dissolved in trichloromethane and washed with saturated sodium bicarbonate solution. The organic solution was dried over magnesium sulfate and evaporated under vacuum. The crude product was purified by column chromatography on silica, eluent dichloromethane/metha... The reactants are C(C)(C)(C)OC(NC1=NN(C(=C1)C(NC1C(CCCC1)OCC1=CC=CC=C1)=O)CC(NC1C(CCCC1)OCC1=CC=CC=C1)=O)=O ({5-(2-Benzyloxy-cyclohexylcarbamoyl)-1-[(2-benzyloxy-cyclohexylcarbamoyl)-methyl]-1H-pyrazol-3-yl}-carbamic acid tert-butyl ester), Cl.O1CCOCC1 (hydrochloric acid dioxane). Solvent: ClCCl (dichloromethane). Run at time 6 hour. The product is C(C1=CC=CC=C1)OC1C(CCCC1)NC(=O)C=1N(N=C(C1)N)CC(NC1C(CCCC1)OCC1=CC=CC=C1)=O (5-Amino-2-[(2-benzyloxy-cyclohexylcarbamoyl)-methyl]-2H-pyrazole-3-carboxylic acid (2-benzyloxy-cyclohexyl)-amide). Isolated yield 96.7%. Reaction SMILES: C(OC(=O)[NH:7][C:8]1[CH:12]=[C:11]([C:13](=[O:29])[NH:14][CH:15]2[CH2:20][CH2:19][CH2:18][CH2:17][CH:16]2[O:21][CH2:22][C:23]2[CH:28]=[CH:27][CH:26]=[CH:25][CH:24]=2)[N:10]([CH2:30][C:31](=[O:47])[NH:32][CH:33]2[CH2:38][CH2:37][CH2:36][CH2:35][CH:34]2[O:39][CH2:40][C:41]2[CH:46]=[CH:45][CH:44]=[CH:43][CH:42]=2)[N:9]=1)(C)(C)C.Cl.O1CCOCC1>ClCCl>[CH2:22]([O:21][CH:16]1[CH2:17][CH2:18][CH2:19][CH2:20][CH:15]1[NH:14][C:13]([C:11]1[N:10]([CH2:30][C:31](=[O:47])[NH:32][CH:33]2[CH2:38][CH2:37][CH2:36][CH2:35][CH:34]2[O:39][CH2:40][C:41]2[CH:46]=[CH:45][CH:44]=[CH:43][CH:42]=2)[N:9]=[C:8]([NH2:7])[CH:12]=1)=[O:29])[C:23]1[CH:24]=[CH:25][CH:26]=[CH:27][CH:28]=1 |f:1.2|. Procedure: To a solution of {5-(2-Benzyloxy-cyclohexylcarbamoyl)-1-[(2-benzyloxy-cyclohexylcarbamoyl)-methyl]-1H-pyrazol-3-yl}-carbamic acid tert-butyl ester (0.5 gm) in 5 ml of dichloromethane was added 1 ml of 4N hydrochloric acid/dioxane. After stirring for 6 hours the mixture was evaporated to dryness to obtain 0.41 gm of title product as the hydrochloride salt. ESI M+1=560. Reactants: CC1=CNC=2CC(CC(C12)=O)C1=CC=CC=C1 (3-methyl-6-phenyl-4,5,6,7-tetrahydroindol-4-one), [H-].[Na+] (sodium hydride), CS(=O)(=O)Cl (methanesulfonylchloride). The solvent is CN(C=O)C (dimethylformamide), CN(C=O)C (dimethylformamide). Run at time 30 minute. Product: CS(=O)(=O)N1C=C(C=2C(CC(CC12)C1=CC=CC=C1)=O)C (1-methanesulfonyl-3-methyl-6-phenyl-4,5,6,7-tetrahydroindol-4-one). The yield is 92.8%. Reaction SMILES: [H-].[Na+].[CH3:3][C:4]1[C:12]2[C:11](=[O:13])[CH2:10][CH:9]([C:14]3[CH:19]=[CH:18][CH:17]=[CH:16][CH:15]=3)[CH2:8][C:7]=2[NH:6][CH:5]=1.[CH3:20][S:21](Cl)(=[O:23])=[O:22]>CN(C)C=O>[CH3:20][S:21]([N:6]1[C:7]2[CH2:8][CH:9]([C:14]3[CH:19]=[CH:18][CH:17]=[CH:16][CH:15]=3)[CH2:10][C:11](=[O:13])[C:12]=2[C:4]([CH3:3])=[CH:5]1)(=[O:23])=[O:22] |f:0.1|. Procedure: To a suspension of 60% sodium hydride (0.085 g, washed with hexane thrice) in dimethylformamide (10 ml) was added 3-methyl-6-phenyl-4,5,6,7-tetrahydroindol-4-one (0.4 g), and the mixture was stirred at room temperature for 30 minutes. To the mixture was added a solution of methanesulfonylchloride (0.22 g) in dimethylformamide (2 ml), and the mixture was stirred at the same temperature for 18 hours. Under reduced pressure, the solvent was evaporated, and the residue was dissolved in ethyl acetate...